Dataset: the Open Reaction Database (ORD), a public repository of structured organic reaction records. Task: describe an organic reaction: reactants, conditions, products, and yield Reactants: FC(C1=C(C=CC=C1)S(=O)(=O)[O-])(F)F.OC1=CC=C(C=C1)[S+](C1=CC=CC=C1)C1=CC=CC=C1 (4-Hydroxyphenyldiphenylsulfonium 2-trifluoromethylbenzenesulfonate), C([O-])([O-])=O.[K+].[K+] (potassium carbonate), CN(CCN(C)C)C (N,N,N′,N′-tetramethylethylenediamine), C(=C)OCCCl (chloroethyl vinyl ether), resultant solution. Run in CS(=O)C (dimethyl sulfoxide). Reaction conditions: temperature 80 celsius, time 15 hour. Yields the product FC(C1=C(C=CC=C1)S(=O)(=O)[O-])(F)F.C(=C)OCCOC1=CC=C(C=C1)[S+](C1=CC=CC=C1)C1=CC=CC=C1 (4--vinyloxyethoxyphenyldiphenylsulfonium 2-trifluoromethylbenzenesulfonate). RXN SMILES: [F:1][C:2]([F:14])([F:13])[C:3]1[CH:8]=[CH:7][CH:6]=[CH:5][C:4]=1[S:9]([O-:12])(=[O:11])=[O:10].[OH:15][C:16]1[CH:21]=[CH:20][C:19]([S+:22]([C:29]2[CH:34]=[CH:33][CH:32]=[CH:31][CH:30]=2)[C:23]2[CH:28]=[CH:27][CH:26]=[CH:25][CH:24]=2)=[CH:18][CH:17]=1.C(=O)([O-])[O-].[K+].[K+].CN(C)CCN(C)C.[CH:49]([O:51][CH2:52][CH2:53]Cl)=[CH2:50]>CS(C)=O>[F:14][C:2]([F:1])([F:13])[C:3]1[CH:8]=[CH:7][CH:6]=[CH:5][C:4]=1[S:9]([O-:12])(=[O:11])=[O:10].[CH:49]([O:51][CH2:52][CH2:53][O:15][C:16]1[CH:21]=[CH:20][C:19]([S+:22]([C:29]2[CH:30]=[CH:31][CH:32]=[CH:33][CH:34]=2)[C:23]2[CH:28]=[CH:27][CH:26]=[CH:25][CH:24]=2)=[CH:18][CH:17]=1)=[CH2:50] |f:0.1,2.3.4,8.9|. Procedure details: 4-Hydroxyphenyldiphenylsulfonium 2-trifluoromethylbenzenesulfonate (8.01 g), potassium carbonate (2.74 g), and N,N,N′,N′-tetramethylethylenediamine (0.18 g) were dissolved in dimethyl sulfoxide (36 g). Subsequently, chloroethyl vinyl ether (5.31 g) was added to the resultant solution, followed by heating to 80° C. and stirring for 15 hours. The resultant reaction mixture was cooled to 30° C. or lower. After removal of solid matter through filtration, water (40 g) was added to the filtrate, and t... The reactants are Cc1c(C)c2c(c(C)c1OCc1ccccc1)CCC(C)(CCO)O2, O=[N+]([O-])c1ccc(Cl)cc1. Product: Cc1c(C)c2c(c(C)c1OCc1ccccc1)CCC(C)(CCOc1ccc([N+](=O)[O-])cc1)O2. RXN SMILES: [CH2:1]([c:2]1[cH:3][cH:4][cH:5][cH:6][cH:7]1)[O:8][c:9]1[c:10]([CH3:25])[c:11]2[c:16]([c:17]([CH3:20])[c:18]1[CH3:19])[O:15][C:14]([CH3:21])([CH2:22][CH2:23][OH:24])[CH2:13][CH2:12]2.[Cl:26][c:27]1[cH:28][cH:29][c:30]([N+:33](=[O:34])[O-:35])[cH:31][cH:32]1>>[CH2:1]([c:2]1[cH:3][cH:4][cH:5][cH:6][cH:7]1)[O:8][c:9]1[c:10]([CH3:25])[c:11]2[c:16]([c:17]([CH3:20])[c:18]1[CH3:19])[O:15][C:14]([CH3:21])([CH2:22][CH2:23][O:24][c:27]1[cH:28][cH:29][c:30]([N+:33](=[O:34])[O-:35])[cH:31][cH:32]1)[CH2:13][CH2:12]2. The reactants are CCOP(=O)(CO[Si](C)(C)C(C)(C)C)OCC, CC(C)=CCCC(C)=CCCC(C)=CCBr, C1CCOC1, [Li]CCCC, [Na+], O=C([O-])O. Yields the product CCOP(=O)(OCC)C(CC=C(C)CCC=C(C)CCC=C(C)C)O[Si](C)(C)C(C)(C)C. Reaction SMILES: [C:1]([CH3:2])([CH3:3])([CH3:4])[Si:5]([O:6][CH2:7][P:8]([O:9][CH2:10][CH3:11])([O:12][CH2:13][CH3:14])=[O:15])([CH3:16])[CH3:17].[CH2:23]([CH:24]=[C:25]([CH3:26])[CH2:27][CH2:28][CH:29]=[C:30]([CH3:31])[CH2:32][CH2:33][CH:34]=[C:35]([CH3:36])[CH3:37])[Br:38].[CH2:44]1[O:45][CH2:46][CH2:47][CH2:48]1.[CH3:18][CH2:19][CH2:20][CH2:21][Li:22].[Na+:43].[O-:39][C:40]([OH:41])=[O:42]>>[C:1]([CH3:2])([CH3:3])([CH3:4])[Si:5]([O:6][CH:7]([P:8]([O:9][CH2:10][CH3:11])([O:12][CH2:13][CH3:14])=[O:15])[CH2:23][CH:24]=[C:25]([CH3:26])[CH2:27][CH2:28][CH:29]=[C:30]([CH3:31])[CH2:32][CH2:33][CH:34]=[C:35]([CH3:36])[CH3:37])([CH3:16])[CH3:17]. The reactants are CCOCC (ether), CN(CCCl)CCCl.Cl (mechlorethamine hydrochloride), C([O-])([O-])=O.[K+].[K+] (potassium carbonate), C(C)(=O)N1CCC2=CC=C(C=C12)N (1-acetyl-6-amino-2,3-dihydro-1H-indole), CN(CCCl)CCCl.Cl (mechlorethamine hydrochloride), C([O-])([O-])=O.[K+].[K+] (potassium carbonate). The solvent is C(CCC)O (1-butanol). Run at time 3 hour. The product is C(C)(=O)N1CCC2=CC=C(C=C12)N1CCN(CC1)C (1-Acetyl-2,3-dihydro-6-(4-methylpiperazin-1-yl)-1H-indole). The yield is 21.4%. RXN SMILES: [C:1]([N:4]1[C:12]2[C:7](=[CH:8][CH:9]=[C:10]([NH2:13])[CH:11]=2)[CH2:6][CH2:5]1)(=[O:3])[CH3:2].[CH3:14][N:15]([CH2:19][CH2:20]Cl)[CH2:16][CH2:17]Cl.Cl.C(=O)([O-])[O-].[K+].[K+].CCOCC>C(O)CCC>[C:1]([N:4]1[C:12]2[C:7](=[CH:8][CH:9]=[C:10]([N:13]3[CH2:20][CH2:19][N:15]([CH3:14])[CH2:16][CH2:17]3)[CH:11]=2)[CH2:6][CH2:5]1)(=[O:3])[CH3:2] |f:1.2,3.4.5|. Procedure details: A stirred mixture of 1-acetyl-6-amino-2,3-dihydro-1H-indole (D10, 37.8 g, 0.22 mole), mechlorethamine hydrochloride (46 g, 0.24 mole) and anhydrous potassium carbonate (80 g, 0.58 mole) in 1-butanol (1800 ml) was heated at reflux for 8 h, then additional mechlorethamine hydrochloride (25 g, 0.13 mole) and potassium carbonate (41 g, 0.30 mole) were added and reflux continued for 3 h. The reaction mixture was allowed to cool and then washed with water (1000 ml). The aqueous wash was extracted with... Reactants: NCCC(=O)N([C@H]1COC2=C(C=3N(C1)C=1C=C(C=CC1C3C3CCCCC3)C(=O)OC)C=CC=C2)C (methyl(7R)-7-[β-alanyl(methyl)amino]-14-cyclohexyl-7,8-dihydro-6H-indolo[1,2-e][1,5]benzoxazocine-11-carboxylate), BH3-DMS. Run in C1CCOC1 (THF). Reaction conditions: time 3 hour. The product is NCCCN([C@H]1COC2=C(C=3N(C1)C=1C=C(C=CC1C3C3CCCCC3)C(=O)OC)C=CC=C2)C (methyl(7R)-7-[(3-aminopropyl)(methyl)amino]-14-cyclohexyl-7,8-dihydro-6H-indolo[1,2-e][1,5]benzoxazocine-11-carboxylate). As a reaction SMILES: [NH2:1][CH2:2][CH2:3][C:4]([N:6]([CH3:36])[C@@H:7]1[CH2:14][N:13]2[C:15]3[CH:16]=[C:17]([C:28]([O:30][CH3:31])=[O:29])[CH:18]=[CH:19][C:20]=3[C:21]([CH:22]3[CH2:27][CH2:26][CH2:25][CH2:24][CH2:23]3)=[C:12]2[C:11]2[CH:32]=[CH:33][CH:34]=[CH:35][C:10]=2[O:9][CH2:8]1)=O>C1COCC1>[NH2:1][CH2:2][CH2:3][CH2:4][N:6]([CH3:36])[C@@H:7]1[CH2:14][N:13]2[C:15]3[CH:16]=[C:17]([C:28]([O:30][CH3:31])=[O:29])[CH:18]=[CH:19][C:20]=3[C:21]([CH:22]3[CH2:27][CH2:26][CH2:25][CH2:24][CH2:23]3)=[C:12]2[C:11]2[CH:32]=[CH:33][CH:34]=[CH:35][C:10]=2[O:9][CH2:8]1. Reported procedure: A solution of methyl(7R)-7-[β-alanyl(methyl)amino]-14-cyclohexyl-7,8-dihydro-6H-indolo[1,2-e][1,5]benzoxazocine-11-carboxylate (0.2 M) in THF was treated with BH3-DMS complex (2 M in THF; 10 eq.) and the resulting mixture was stirred for 3 h at RT. The reaction was quenched by the careful addition of HCl/MeOH (1.25 M) and the resulting solution refluxed for 2 h. The volatiles were then removed in vacuo and the residue partitioned between sat. aq. NaHCO3 and EtOAc. The combined organics were wash... Conditions: temperature 100 celsius. The product is FC(OC1=CC=C(CC#N)C=C1)F (4-difluoromethoxy-benzyl cyanide). The reactants are [C-]#N.[K+] (potassium cyanide), FC(OC1=CC=C(CBr)C=C1)F (4-difluoromethoxy-benzyl bromide). Solvent: O (water). Reagents/catalysts: [Br-].C(CCC)[N+](CCCC)(CCCC)CCCC (tetrabutylammonium bromide). Reaction SMILES: [C-:1]#[N:2].[K+].[F:4][CH:5]([F:15])[O:6][C:7]1[CH:14]=[CH:13][C:10]([CH2:11]Br)=[CH:9][CH:8]=1>O.[Br-].C([N+](CCCC)(CCCC)CCCC)CCC>[F:4][CH:5]([F:15])[O:6][C:7]1[CH:14]=[CH:13][C:10]([CH2:11][C:1]#[N:2])=[CH:9][CH:8]=1 |f:0.1,4.5|. Reported procedure: 100 g of potassium cyanide were dissolved in 160 ml of water, and 15 g of tetrabutylammonium bromide and 230 g of 4-difluoromethoxy-benzyl bromide were then added. The mixture was then heated to 100° C. for 1 hour and, after cooling, was extracted twice with methylene chloride. After drying over sodium sulphate, the organic phase was first freed from solvent and then distilled. 145 g of 4-difluoromethoxy-benzyl cyanide were obtained. Boiling point=106°-8° C./0.3 mm Hg; nD20 =1.4822. Isolated yield 81.6%. The reactants are BrC(C(=O)C1=CC=C(C=C1)C1(CCC1)NC(OC(C)(C)C)=O)C1=CC=CC=C1 (tert-butyl (1-{4-[bromo(phenyl)acetyl]phenyl}cyclobutyl)carbamate), C(C)C=1N=C(C(=NC1)N)OC (5-Ethyl-3-methoxypyrazin-2-amine), C(C)(C)N(CC)C(C)C (diisopropylethylamine). The solvent is C(CCC)#N (butyronitrile). Run at temperature 120 celsius. Yields the product C(C)C=1N=C(C=2N(C1)C(=C(N2)C2=CC=C(C=C2)C2(CCC2)NC(OC(C)(C)C)=O)C2=CC=CC=C2)OC (tert-Butyl {1-[4-(6-ethyl-8-methoxy-3-phenylimidazo[1,2-a]pyrazin-2-yl)phenyl]cyclobutyl}carbamate). RXN SMILES: Br[CH:2]([C:23]1[CH:28]=[CH:27][CH:26]=[CH:25][CH:24]=1)[C:3]([C:5]1[CH:10]=[CH:9][C:8]([C:11]2([NH:15][C:16](=[O:22])[O:17][C:18]([CH3:21])([CH3:20])[CH3:19])[CH2:14][CH2:13][CH2:12]2)=[CH:7][CH:6]=1)=O.[CH2:29]([C:31]1[N:32]=[C:33]([O:38][CH3:39])[C:34]([NH2:37])=[N:35][CH:36]=1)[CH3:30].C(N(C(C)C)CC)(C)C>C(#N)CCC>[CH2:29]([C:31]1[N:32]=[C:33]([O:38][CH3:39])[C:34]2[N:35]([C:2]([C:23]3[CH:24]=[CH:25][CH:26]=[CH:27][CH:28]=3)=[C:3]([C:5]3[CH:10]=[CH:9][C:8]([C:11]4([NH:15][C:16](=[O:22])[O:17][C:18]([CH3:20])([CH3:19])[CH3:21])[CH2:12][CH2:13][CH2:14]4)=[CH:7][CH:6]=3)[N:37]=2)[CH:36]=1)[CH3:30]. Procedure details: A mixture of crude tert-butyl (1-{4-[bromo(phenyl)acetyl]phenyl}cyclobutyl)carbamate [Int-1-A] (288 mg, 0.55 mmol, 1.0 eq), 5-ethyl-3-methoxypyrazin-2-amine (84.4 mg, 0.55 mmol, 1 eq.; see step 2) and diisopropylethylamine (0.110 mL, 0.61 mmol, 1.1 eq) in 3.9 mL butyronitrile was heated at 120° C. for 20 hours. The reaction mixture was concentrated in vacuo. The crude mixture was purified via MPLC (Isolera, 50 g Snap-cartridge, eluent:hexane→hexane/ethyl acetate 1/1) to deliver 128 mg (25%) of t...